From a dataset of the Open Reaction Database (ORD), a public repository of structured organic reaction records. describe an organic reaction: reactants, conditions, products, and yield The reactants are Cl (hydrogen chloride), Cl.C(C=C)(=O)N(C)C1(CCNCC1)C1=CC=CC=C1 (4-(acryloyl-N-methylamino)-4-phenylpiperidine hydrochloride), C(C1=CC=CC=C1)(=O)N1CC(CCC1)(CCCOS(=O)(=O)C)C1=CC(=C(C=C1)Cl)Cl (1-Benzoyl-3-(3,4-dichlorophenyl)-3-[3-(methanesulfonyloxy)propyl]piperidine), C(=O)([O-])[O-].[K+].[K+] (K2CO3). Solvent: CN(C)C=O (DMF), O (water), C(Cl)Cl (DCM). Run at temperature 80 celsius. The product is Cl.C(C=C)(=O)N(C)C1(CCN(CC1)CCCC1(CN(CCC1)C(C1=CC=CC=C1)=O)C1=CC(=C(C=C1)Cl)Cl)C1=CC=CC=C1 (3-[3-[4-(Acryloyl-N-methylamino)-4-phenylpiperid-1-yl]propyl]-1-benzoyl-3-(3,4-dichlorophenyl)piperidine hydrochloride). The yield is 63.8%. As a reaction SMILES: Cl.[C:2]([N:6]([C:8]1([C:14]2[CH:19]=[CH:18][CH:17]=[CH:16][CH:15]=2)[CH2:13][CH2:12][NH:11][CH2:10][CH2:9]1)[CH3:7])(=[O:5])[CH:3]=[CH2:4].[C:20]([N:28]1[CH2:33][CH2:32][CH2:31][C:30]([C:42]2[CH:47]=[CH:46][C:45]([Cl:48])=[C:44]([Cl:49])[CH:43]=2)([CH2:34][CH2:35][CH2:36]OS(C)(=O)=O)[CH2:29]1)(=[O:27])[C:21]1[CH:26]=[CH:25][CH:24]=[CH:23][CH:22]=1.C([O-])([O-])=O.[K+].[K+].Cl>CN(C=O)C.C(Cl)Cl.O>[ClH:48].[C:2]([N:6]([C:8]1([C:14]2[CH:19]=[CH:18][CH:17]=[CH:16][CH:15]=2)[CH2:9][CH2:10][N:11]([CH2:36][CH2:35][CH2:34][C:30]2([C:42]3[CH:47]=[CH:46][C:45]([Cl:48])=[C:44]([Cl:49])[CH:43]=3)[CH2:31][CH2:32][CH2:33][N:28]([C:20](=[O:27])[C:21]3[CH:26]=[CH:25][CH:24]=[CH:23][CH:22]=3)[CH2:29]2)[CH2:12][CH2:13]1)[CH3:7])(=[O:5])[CH:3]=[CH2:4] |f:0.1,3.4.5,10.11|. Procedure details: A mixture of 0.27 g of 4-(acryloyl-N-methylamino)-4-phenylpiperidine hydrochloride, 0.45 g of the compound obtained in step B of EXAMPLE 1 and 0.3 g of K2CO3 in 3 ml of DMF is heated at 80° C. for 2 hours. The reaction mixture is poured into water and extracted with AcOEt, the organic phase is washed with water and with saturated NaCl solution and dried over MgSO4 and the solvent is evaporated off under vacuum. The residue is chromatographed on silica using a gradient of a DCM/MeOH mixture (99/1... Reactants: O=C[C@H](O)[C@@H](O)[C@@H](O)[C@H](O)CO (D-galactose), C(C(C)(C)C)N (neopentylamine), ClCCN=C=O (2-chloroethyl isocyanate). Yields the product ClCCNC(=O)N(C1[C@H](O)[C@@H](O)[C@@H](O)[C@H](O1)CO)CC(C)(C)C (1-(2-chloroethyl)-3-neopentyl-3-D-galactopyranosylurea). Yield: 70.5%. RXN SMILES: O=[CH:2][C@@H:3]([C@H:5]([C@H:7]([C@@H:9]([CH2:11][OH:12])[OH:10])[OH:8])[OH:6])[OH:4].[CH2:13]([NH2:18])[C:14]([CH3:17])([CH3:16])[CH3:15].[Cl:19][CH2:20][CH2:21][N:22]=[C:23]=[O:24]>>[Cl:19][CH2:20][CH2:21][NH:22][C:23]([N:18]([CH2:13][C:14]([CH3:17])([CH3:16])[CH3:15])[CH:2]1[O:10][C@H:9]([CH2:11][OH:12])[C@H:7]([OH:8])[C@H:5]([OH:6])[C@H:3]1[OH:4])=[O:24]. Reported procedure: 3.6 g of D-galactose, 3.5 g of neopentylamine and 2.5 g of 2-chloroethyl isocyanate are treated in the same manner as described in Example 5-(1). 5.0 g of 1-(2-chloroethyl)-3-neopentyl-3-D-galactopyranosylurea are thereby obtained as colorless caramel. The reactants are N[C@@H](CC1=CNC2=CC=CC=C12)C(=O)O (Trp), N[C@@H](CC1=CC=CC=C1)C(=O)O (Phe). The product is N[C@@H](CC1=CC=C(C=C1)O)C(=O)O (Tyr). RXN SMILES: N[C@H](C(O)=[O:14])CC1C2C(=CC=CC=2)NC=1.[NH2:16][C@H:17]([C:25]([OH:27])=[O:26])[CH2:18][C:19]1[CH:24]=[CH:23][CH:22]=[CH:21][CH:20]=1>>[NH2:16][C@H:17]([C:25]([OH:27])=[O:26])[CH2:18][C:19]1[CH:24]=[CH:23][C:22]([OH:14])=[CH:21][CH:20]=1. Procedure: Trp, Phe Starting materials: COC(=O)c1ccc(Cl)c(S(=O)(=O)CC(=O)O)c1, c1ccncc1. The product is COC(=O)c1ccc(Cl)c(S(C)(=O)=O)c1. Reaction SMILES: [CH3:1][O:2][C:3]([c:4]1[cH:5][c:6]([S:11](=[O:12])(=[O:13])[CH2:14][C:15]([OH:16])=[O:17])[c:7]([Cl:10])[cH:8][cH:9]1)=[O:18].[cH:19]1[cH:20][cH:21][n:22][cH:23][cH:24]1>>[CH3:1][O:2][C:3]([c:4]1[cH:5][c:6]([S:11](=[O:12])(=[O:13])[CH3:14])[c:7]([Cl:10])[cH:8][cH:9]1)=[O:18]. The reactants are OCCN1N=C(C=2CCC=3C=NC(=NC3C21)OC)C(=O)OCC (ethyl 1-(2-hydroxyethyl)-8-methoxy-4,5-dihydro-1H-pyrazolo[4,3-h]quinazoline-3-carboxylate), ClC=1C(C(=C(C(C1Cl)=O)C#N)C#N)=O (4,5-dichloro-3,6-dioxocyclohexa-1,4-diene-1,2-dicarbonitrile). Solvent: C1(=CC=CC=C1)C (toluene). The product is OCCN1N=C(C=2C=CC=3C=NC(=NC3C21)OC)C(=O)OCC (ethyl 1-(2-hydroxyethyl)-8-methoxy-1H-pyrazolo[4,3-h]quinazoline-3-carboxylate). The yield is 43.7%. Reaction SMILES: [OH:1][CH2:2][CH2:3][N:4]1[C:16]2[C:15]3[N:14]=[C:13]([O:17][CH3:18])[N:12]=[CH:11][C:10]=3[CH2:9][CH2:8][C:7]=2[C:6]([C:19]([O:21][CH2:22][CH3:23])=[O:20])=[N:5]1.ClC1C(=O)C(C#N)=C(C#N)C(=O)C=1Cl>C1(C)C=CC=CC=1>[OH:1][CH2:2][CH2:3][N:4]1[C:16]2[C:15]3[N:14]=[C:13]([O:17][CH3:18])[N:12]=[CH:11][C:10]=3[CH:9]=[CH:8][C:7]=2[C:6]([C:19]([O:21][CH2:22][CH3:23])=[O:20])=[N:5]1. Procedure: To a suspension of ethyl 1-(2-hydroxyethyl)-8-methoxy-4,5-dihydro-1H-pyrazolo[4,3-h]quinazoline-3-carboxylate 1.2 g (3.76 mmol) in toluene (20 ml), 500 mg (2.2 mmol) 4,5-dichloro-3,6-dioxocyclohexa-1,4-diene-1,2-dicarbonitrile were added. The mixture was submitted to microwave irradiation at 100° for 3 hours in a sealed vial. The volatiles were evaporated, the crude was dissolved with ethyl acetate and portioned with sat. NaHCO3, the organic layer concentrated to dryness. The residue was purifie... Starting materials: O=C(O)Cc1ccc2c(c1)C(=O)c1ccccc1CO2, COc1ccc(N)cc1C. The reagents and catalysts are C1CCC(CC1)N=C=NC2CCCCC2 (DCC), CCN(CC)CC (TEA), C1(=C(C(=C(C(=C1F)F)F)F)F)O (Pentafluorophenol). Solvent: CN(C)C=O (DMF), CN(C)C=O (DMF), CN(C)C=O (DMF), CN(C)C=O (DMF), CN(C)C=O (DMF), CN(C)C=O (DMF). Reaction conditions: temperature 25 celsius, time 2 hour. Yields the product COc1ccc(NC(=O)Cc2ccc3c(c2)C(=O)c2ccccc2CO3)cc1C. The yield is 62.2%. RXN SMILES: COc1ccc(N)cc1C.O=C(O)Cc1ccc2c(c1)C(=O)c1ccccc1CO2.C1CCC(CC1)N=C=NC2CCCCC2.C1(=C(C(=C(C(=C1F)F)F)F)F)O.CCN(CC)CC.CN(C)C=O>>COc1ccc(NC(=O)Cc2ccc3c(c2)C(=O)c2ccccc2CO3)cc1C. The reactants are COc1ccccc1C (substrate), C[Mg]Br (effective_coupling_partner). Reagents/catalysts: PCy3. Conditions: temperature 110 celsius, time 20 minute. Product: Cc1ccccc1C. As a reaction SMILES: Cl.[C:2]1([CH:8]2[CH2:13][CH2:12][NH:11][CH2:10][CH2:9]2)[CH:7]=[CH:6][CH:5]=[CH:4][CH:3]=1.[OH-].[Na+].[Cl:16][C:17]1[N:18]([CH2:25][C@:26]2([CH3:29])[CH2:28][O:27]2)[CH:19]=[C:20]([N+:22]([O-:24])=[O:23])[N:21]=1.CN(C=O)C>O>[Cl:16][C:17]1[N:18]([CH2:25][C@@:26]([CH3:29])([OH:27])[CH2:28][N:11]2[CH2:10][CH2:9][CH:8]([C:2]3[CH:7]=[CH:6][CH:5]=[CH:4][CH:3]=3)[CH2:13][CH2:12]2)[CH:19]=[C:20]([N+:22]([O-:24])=[O:23])[N:21]=1 |f:0.1,2.3|. Run in O (water). Starting materials: Cl.C1(=CC=CC=C1)C1CCNCC1 (4-Phenylpiperidine hydrochloride), [OH-].[Na+] (sodium hydroxide), ClC=1N(C=C(N1)[N+](=O)[O-])C[C@]1(OC1)C ((R)-2-chloro-1-(2-methyloxiran-2-ylmethyl)-4-nitroimidazole), CN(C)C=O (DMF). Run at temperature 70 celsius, time 5 hour. Yield: 81.0%. Product: ClC=1N(C=C(N1)[N+](=O)[O-])C[C@](CN1CCC(CC1)C1=CC=CC=C1)(O)C ((S)-1-(2-chloro-4-nitroimidazol-1-yl) -2-methyl-3-(4-phenylpiperidin-1-yl)propan-2-ol). Procedure: 4-Phenylpiperidine hydrochloride (0.522 g, 2.64 mmol) was added to a sodium hydroxide solution, and extracted with methylene chloride. The organic phase was dried over sodium sulfate and then filtered. The filtrate was concentrated under reduced pressure. To the residue, (R)-2-chloro-1-(2-methyloxiran-2-ylmethyl)-4-nitroimidazole prepared in Example 12 (0.5 g, 2.29 mmol) and DMF (5 ml) were added followed by stirring at 70° C. for 5 hours. The reaction mixture was poured into water and extracted... Reactants: FC1=CC(=C(N)C(=C1)[N+](=O)[O-])[N+](=O)[O-] (4-fluoro-2,6-dinitroaniline), (NH4)2S, CCO (EtOH). Run in O (water). Product: NC1=C(C=C(C=C1[N+](=O)[O-])F)N (1,2-diamino-4-fluoro-6-nitrobenzene). The yield is 50.0%. Reaction SMILES: [F:1][C:2]1[CH:8]=[C:7]([N+:9]([O-])=O)[C:5]([NH2:6])=[C:4]([N+:12]([O-:14])=[O:13])[CH:3]=1.CCO>O>[NH2:6][C:5]1[C:4]([N+:12]([O-:14])=[O:13])=[CH:3][C:2]([F:1])=[CH:8][C:7]=1[NH2:9]. Reported procedure: A solution of 4-fluoro-2,6-dinitroaniline (125 mg, 0.62 mmole) in freshly prepared 6% (NH4)2S (5 mL) and EtOH (5 mL) was refluxed for 30 min, diluted with water (10 mL) and kept at 4° C. for several hours. The precipitate was collected and washed with cold water (2×1 mL), affording 53 mg of 1,2-diamino-4-fluoro-6-nitrobenzene (50%) as red crystals. 1H NMR (CDCl3 : δ 3.619 (s, 2H), 5.724 (s, 2H), 6.732 (dd, 1H, J1 =2.4 Hz, J2 =8.4 Hz), 7.403 (dd, 1H, J1 =2.4 Hz, J2 =8.4 Hz). Starting materials: COC1=C(C=2C3=C(C(NC2C=C1)=O)SC=C3)C3=CC=C(CCNC(OC(C)(C)C)=O)C=C3 (tert-butyl 4-(8-methoxy-4-oxo-4,5-dihydrothieno[2,3-c]quinolin-9-yl)phenethylcarbamate), C(=O)(C(F)(F)F)O (TFA). Product: NCCC1=CC=C(C=C1)C=1C=2C3=C(C(NC2C=CC1OC)=O)SC=C3 (9-[4-(2-Aminoethyl)phenyl]-8-methoxythieno[2,3-c]quinolin-4(5H)-one). Yield: 91.0%. As a reaction SMILES: [CH3:1][O:2][C:3]1[CH:12]=[CH:11][C:10]2[NH:9][C:8](=[O:13])[C:7]3[S:14][CH:15]=[CH:16][C:6]=3[C:5]=2[C:4]=1[C:17]1[CH:32]=[CH:31][C:20]([CH2:21][CH2:22][NH:23]C(=O)OC(C)(C)C)=[CH:19][CH:18]=1.C(O)(C(F)(F)F)=O>>[NH2:23][CH2:22][CH2:21][C:20]1[CH:19]=[CH:18][C:17]([C:4]2[C:5]3[C:6]4[CH:16]=[CH:15][S:14][C:7]=4[C:8](=[O:13])[NH:9][C:10]=3[CH:11]=[CH:12][C:3]=2[O:2][CH3:1])=[CH:32][CH:31]=1. Procedure details: Following General Procedure C, tert-butyl 4-(8-methoxy-4-oxo-4,5-dihydrothieno[2,3-c]quinolin-9-yl)phenethylcarbamate (310 mg, 0.69 mmol) was reacted with TFA (2 mL) to afford the desired product (220 mg, 90%) as an off-white solid: 1H NMR (500 MHz, DMSO-d) δ 7.91 (s, 1H), 7.91 (br s, 2H), 7.71 (d, J=5.4 Hz, 1H), 7.52 (d, J=9.1 Hz, 1H), 7.40 (m, 3H), 7.22 (d, J=8.1 Hz, 2H), 5.80 (d, J=5.4 Hz, 1H), 3.68 (s, 3H), 3.20-3.17 (m, 2H), 3.02-2.99 (m, 2H); ESI MS m/z 351 [C20H18N2O2S+H]+; HPLC 98.8% (AU...